This data is from the Open Reaction Database (ORD), a public repository of structured organic reaction records. The task is: describe an organic reaction: reactants, conditions, products, and yield Product: C1(CCCC1)C1=NN(C=2C(NC=CC21)=O)C2=CC=C(C=C2)S(=O)(=O)N (4-(3-cyclopentyl-7-oxo-6,7-dihydro-1H-pyrazolo[3,4-c]pyridin-1-yl)benzenesulfonamide). As a reaction SMILES: [CH:1]1([C:6]2[C:14]3[C:9](=[C:10]([O:15]C)[N:11]=[CH:12][CH:13]=3)[N:8]([C:17]3[CH:22]=[CH:21][C:20]([S:23]([NH2:26])(=[O:25])=[O:24])=[CH:19][CH:18]=3)[N:7]=2)[CH2:5][CH2:4][CH2:3][CH2:2]1.[I-].[Na+].Cl[Si](C)(C)C.O>C(#N)C>[CH:1]1([C:6]2[C:14]3[CH:13]=[CH:12][NH:11][C:10](=[O:15])[C:9]=3[N:8]([C:17]3[CH:18]=[CH:19][C:20]([S:23]([NH2:26])(=[O:24])=[O:25])=[CH:21][CH:22]=3)[N:7]=2)[CH2:2][CH2:3][CH2:4][CH2:5]1 |f:1.2|. Procedure details: To a solution of 4-(3-cyclopentyl-7-methoxy-1H-pyrazolo[3,4-c]pyridin-1-yl)benzenesulfonamide (22.4 mg) in acetonitrile (10 mL) were added sodium iodide (18.0 mg) and chloro(trimethyl)silane (52.1 mg), and the mixture was stirred at 80° C. for 5 hr. To the reaction mixture was added water at room temperature, and the mixture was extracted with ethyl acetate. The organic layer was washed with water and saturated brine, dried over anhydrous magnesium sulfate, and concentrated under reduced pressur... Solvent: C(C)#N (acetonitrile). Reaction conditions: temperature 80 celsius, time 5 hour. Isolated yield 92.8%. Starting materials: C1(CCCC1)C1=NN(C2=C(N=CC=C21)OC)C2=CC=C(C=C2)S(=O)(=O)N (4-(3-cyclopentyl-7-methoxy-1H-pyrazolo[3,4-c]pyridin-1-yl)benzenesulfonamide), [I-].[Na+] (sodium iodide), Cl[Si](C)(C)C (chloro(trimethyl)silane), O (water). Reactants: CCOCC (ether), C(C1=CC=CC=C1)(=O)N=C=S (Benzoyl isothiocyanate), C(C)OC(=O)C=1N(C=CC1)N (1-Amino-1H-pyrrole-2-carboxylic acid ethyl ester). The solvent is O1CCCC1 (Tetrahydrofuran). Run at time 8 hour. Product: C(C)OC(=O)C=1N(C=CC1)NC(=S)NC(C1=CC=CC=C1)=O (1-(3-Benzoyl-thioureido)-1H-pyrrole-2-carboxylic acid ethyl ester). The yield is 50.8%. As a reaction SMILES: [CH2:1]([O:3][C:4]([C:6]1[N:7]([NH2:11])[CH:8]=[CH:9][CH:10]=1)=[O:5])[CH3:2].[C:12]([N:20]=[C:21]=[S:22])(=[O:19])[C:13]1[CH:18]=[CH:17][CH:16]=[CH:15][CH:14]=1.CCOCC>O1CCCC1>[CH2:1]([O:3][C:4]([C:6]1[N:7]([NH:11][C:21]([NH:20][C:12](=[O:19])[C:13]2[CH:14]=[CH:15][CH:16]=[CH:17][CH:18]=2)=[S:22])[CH:8]=[CH:9][CH:10]=1)=[O:5])[CH3:2]. Reported procedure: 1-Amino-1H-pyrrole-2-carboxylic acid ethyl ester (53.0 g, 0.344 mol) was dissolved in Tetrahydrofuran (2000 mL). Benzoyl isothiocyanate (56.1 g, 0.344 mol) was added and the reaction was allowed to stir overnight. The reaction mixture was reduced and 55.47 grams of 1-(3-Benzoyl-thioureido)-1H-pyrrole-2-carboxylic acid ethyl ester was isolated as a white solid via trituration with ether. (M+Na)=339.98. 1H NMR (400 MHz, DMSO, d6) δ 12.91 (s, 1H), 11.94 (s, 1H), 7.98 (d, 1H, J=7.32 Hz), 7.68 (t, 1H...